This data is from the Open Reaction Database (ORD), a public repository of structured organic reaction records. The task is: describe an organic reaction: reactants, conditions, products, and yield Starting materials: O=C(c1ccc(O)cc1)c1ccc(Br)cc1, C1CCOC1, O=C1C2CCCC1CCC2, [K+], [K+], O=C([O-])[O-], O, [Zn]. Yields the product Oc1ccc(C(=C2C3CCCC2CCC3)c2ccc(Br)cc2)cc1. RXN SMILES: [Br:1][c:2]1[cH:3][cH:4][c:5]([C:8](=[O:9])[c:10]2[cH:11][cH:12][c:13]([OH:16])[cH:14][cH:15]2)[cH:6][cH:7]1.[CH2:34]1[O:35][CH2:36][CH2:37][CH2:38]1.[CH:17]12[CH2:18][CH2:19][CH2:20][CH:21]([CH2:22][CH2:23][CH2:24]1)[C:25]2=[O:26].[K+:28].[K+:29].[O-:30][C:31]([O-:32])=[O:33].[OH2:27].[Zn:39]>>[Br:1][c:2]1[cH:3][cH:4][c:5]([C:8]([c:10]2[cH:11][cH:12][c:13]([OH:16])[cH:14][cH:15]2)=[C:25]2[CH:17]3[CH2:18][CH2:19][CH2:20][CH:21]2[CH2:22][CH2:23][CH2:24]3)[cH:6][cH:7]1.